Dataset: the Open Reaction Database (ORD), a public repository of structured organic reaction records. Task: describe an organic reaction: reactants, conditions, products, and yield The reactants are Cc1ccccc1, O=CO, Fc1cccc(C2CCC3(CC2)OCCO3)c1. RXN SMILES: [CH3:21][c:22]1[cH:23][cH:24][cH:25][cH:26][cH:27]1.[CH:18]([OH:19])=[O:20].[F:1][c:2]1[cH:3][c:4]([CH:8]2[CH2:9][CH2:10][C:11]3([O:12][CH2:15][CH2:14][O:13]3)[CH2:16][CH2:17]2)[cH:5][cH:6][cH:7]1>>[F:1][c:2]1[cH:3][c:4]([CH:8]2[CH2:9][CH2:10][C:11](=[O:12])[CH2:16][CH2:17]2)[cH:5][cH:6][cH:7]1. The product is O=C1CCC(c2cccc(F)c2)CC1. The reactants are C(CCCC)(=O)C1=CC=CC=C1 (valerophenone), [OH-].[Na+] (sodium hydroxide), [H-].[Al+3].[Li+].[H-].[H-].[H-] (lithium aluminum hydride), O (water). Run in C(C)OCC (diethyl ether), C(C)OCC (diethyl ether). Product: C1(=CC=CC=C1)C(CCCC)O (1-phenyl-1-pentanol). As a reaction SMILES: [H-].[Al+3].[Li+].[H-].[H-].[H-].[C:7]([C:13]1[CH:18]=[CH:17][CH:16]=[CH:15][CH:14]=1)(=[O:12])[CH2:8][CH2:9][CH2:10][CH3:11].O.[OH-].[Na+]>C(OCC)C>[C:13]1([CH:7]([OH:12])[CH2:8][CH2:9][CH2:10][CH3:11])[CH:18]=[CH:17][CH:16]=[CH:15][CH:14]=1 |f:0.1.2.3.4.5,8.9|. Reported procedure: To a stirring suspension of 1.20 g of lithium aluminum hydride in 100 mL of diethyl ether under an argon atmosphere at 0° C. is slowly added a solution of 4.40 mL of commercially available valerophenone in 5.0 mL of diethyl ether over 10 minutes. After 0.5 hours the grey suspension is warmed to room temperature. After 1 hour the reaction mixture is re-cooled to 0° C. and slowly treated with 1.25 mL of water followed by 5.50 mL of 1N sodium hydroxide. After 1 hour the resulting white precipitant ... Reactants: COC(C[C@@H]1COC2=C1C=CC(=C2)O[C@@H]2CCC1=C(C=CC(=C21)F)O)=O ({(S)-6-[(R)-7-fluoro-4-hydroxy-indan-1-yloxy]-2,3-dihydro-benzofuran-3-yl}-acetic acid methyl ester), CN1N=CC2=C(C(=CC=C12)B(O)O)C (1,4-dimethyl-indazole-5-boronic acid), Intermediate 6. Yields the product COC(C[C@@H]1COC2=C1C=CC(=C2)O[C@@H]2CCC1=C(C=CC(=C21)F)OC=2C(=C1C=NN(C1=CC2)C)C)=O ({(S)-6-[(R)-7-Fluoro-4-(1,4-dimethyl-1H-indazol-5-yloxy)-indan-1-yloxy]-2,3-dihydro-benzofuran-3-yl}-acetic acid methyl ester). Reaction SMILES: [CH3:1][O:2][C:3](=[O:26])[CH2:4][C@H:5]1[C:9]2[CH:10]=[CH:11][C:12]([O:14][C@H:15]3[C:23]4[C:18](=[C:19]([OH:25])[CH:20]=[CH:21][C:22]=4[F:24])[CH2:17][CH2:16]3)=[CH:13][C:8]=2[O:7][CH2:6]1.[CH3:27][N:28]1[C:36]2[C:31](=[C:32]([CH3:40])[C:33](B(O)O)=[CH:34][CH:35]=2)[CH:30]=[N:29]1>>[CH3:1][O:2][C:3](=[O:26])[CH2:4][C@H:5]1[C:9]2[CH:10]=[CH:11][C:12]([O:14][C@H:15]3[C:23]4[C:18](=[C:19]([O:25][C:33]5[C:32]([CH3:40])=[C:31]6[C:36](=[CH:35][CH:34]=5)[N:28]([CH3:27])[N:29]=[CH:30]6)[CH:20]=[CH:21][C:22]=4[F:24])[CH2:17][CH2:16]3)=[CH:13][C:8]=2[O:7][CH2:6]1. Reported procedure: The title compound is prepared from {(S)-6-[(R)-7-fluoro-4-hydroxy-indan-1-yloxy]-2,3-dihydro-benzofuran-3-yl}-acetic acid methyl ester and 1,4-dimethyl-indazole-5-boronic acid following a procedure analogous to that described for Intermediate 6. LC (method 10): tR=0.88 min; Mass spectrum (ESI+): m/z=503 [M+H]+. Reactants: [BH4-], CO, CCOC(C)=O, N#Cc1cccc(Oc2ccc(C=O)cc2)c1, [Na+]. Product: N#Cc1cccc(Oc2ccc(CO)cc2)c1. Reaction SMILES: [BH4-:18].[CH3:20][OH:21].[CH3:22][CH2:23][O:24][C:25](=[O:26])[CH3:27].[CH:1](=[O:2])[c:3]1[cH:4][cH:5][c:6]([O:7][c:8]2[cH:9][c:10]([C:11]#[N:12])[cH:13][cH:14][cH:15]2)[cH:16][cH:17]1.[Na+:19]>>[CH2:1]([OH:2])[c:3]1[cH:4][cH:5][c:6]([O:7][c:8]2[cH:9][c:10]([C:11]#[N:12])[cH:13][cH:14][cH:15]2)[cH:16][cH:17]1. The reactants are BrC1=CC=2N(C=C1)N=C(C2)C2=CC=C(C=C2)F (5-bromo-2-(4-fluorophenyl)pyrazolo[1,5-a]pyridine), FC1=C(C=CC(=C1C=O)F)B(O)O (2,4-difluoro-3-formylphenylboronic acid), C([O-])([O-])=O.[Cs+].[Cs+] (caesium carbonate), O1CCCC1 (tetrahydrofuran). Reagents/catalysts: Cl[Pd]Cl.C1(=CC=CC=C1)P([C-]1C=CC=C1)C1=CC=CC=C1.[C-]1(C=CC=C1)P(C1=CC=CC=C1)C1=CC=CC=C1.[Fe+2] ([1,1′-bis(diphenylphosphino)ferrocene]-dichloropalladium(II)). The solvent is C(C)(=O)OCC (ethyl acetate), O (water). Yields the product FC1=C(C=O)C(=CC=C1C1=CC=2N(C=C1)N=C(C2)C2=CC=C(C=C2)F)F (2,6-Difluoro-3-[2-(4-fluorophenyl)pyrazolo[1,5-a]pyridin-5-yl]benzaldehyde). Yield: 76.6%. As a reaction SMILES: Br[C:2]1[CH:7]=[CH:6][N:5]2[N:8]=[C:9]([C:11]3[CH:16]=[CH:15][C:14]([F:17])=[CH:13][CH:12]=3)[CH:10]=[C:4]2[CH:3]=1.[F:18][C:19]1[C:24]([CH:25]=[O:26])=[C:23]([F:27])[CH:22]=[CH:21][C:20]=1B(O)O.C(=O)([O-])[O-].[Cs+].[Cs+].O1CCCC1>C(OCC)(=O)C.Cl[Pd]Cl.C1(P(C2C=CC=CC=2)[C-]2C=CC=C2)C=CC=CC=1.[C-]1(P(C2C=CC=CC=2)C2C=CC=CC=2)C=CC=C1.[Fe+2].O>[F:18][C:19]1[C:20]([C:2]2[CH:7]=[CH:6][N:5]3[N:8]=[C:9]([C:11]4[CH:16]=[CH:15][C:14]([F:17])=[CH:13][CH:12]=4)[CH:10]=[C:4]3[CH:3]=2)=[CH:21][CH:22]=[C:23]([F:27])[C:24]=1[CH:25]=[O:26] |f:2.3.4,7.8.9.10|. Procedure details: The procedure described in stage 2.4 is followed, starting with 0.300 g (1.03 mmol) of 5-bromo-2-(4-fluorophenyl)pyrazolo[1,5-a]pyridine obtained in stage 2.3, 0.210 g (1.13 mmol) of 2,4-difluoro-3-formylphenylboronic acid, 1.00 g (3.09 mmol) of caesium carbonate and 0.084 g (0.10 mmol) of [1,1′-bis(diphenylphosphino)ferrocene]-dichloropalladium(II) in 5 ml of a 9/1 mixture of tetrahydrofuran and water. After chromatography on silica gel, elution being carried out with a mixture of cyclohexane a... The reactants are CCOCC, CCO, CSC1=NCCCCN1, I, NN, O. The product is I, NN=C1NCCCCN1. As a reaction SMILES: [CH3:14][CH2:15][O:16][CH2:17][CH3:18].[CH3:19][CH2:20][OH:21].[CH3:5][S:6][C:7]1=[N:13][CH2:12][CH2:11][CH2:10][CH2:9][NH:8]1.[IH:4].[NH2:2][NH2:3].[OH2:1]>>[IH:4].[N:2]([NH2:3])=[C:7]1[NH:8][CH2:9][CH2:10][CH2:11][CH2:12][NH:13]1. Reactants: COC(C1=CN=C(C(=C1)Br)Cl)=O (5-bromo-6-chloro-nicotinic acid methyl ester), NCC(C)(O)C1CC1 (rac-1-amino-2-cyclopropyl-propan-2-ol), Cl.C1(CC1)CNC (cyclopropylmethyl methylamine hydrochloride), FC1=CC=C(C=C1)B(O)O (4-fluorophenyl-boronic acid). Product: C1(CC1)C(CNC(C1=CN=C(C(=C1)C1=CC=C(C=C1)F)N(C)CC1CC1)=O)(C)O (N-(2-Cyclopropyl-2-hydroxy-propyl)-6-(cyclopropylmethyl-methyl-amino)-5-(4-fluoro-phenyl)-nicotinamide). As a reaction SMILES: CO[C:3](=[O:12])[C:4]1[CH:9]=[C:8](Br)[C:7](Cl)=[N:6][CH:5]=1.Cl.[CH:14]1([CH2:17][NH:18][CH3:19])[CH2:16][CH2:15]1.[F:20][C:21]1[CH:26]=[CH:25][C:24](B(O)O)=[CH:23][CH:22]=1.[NH2:30][CH2:31][C:32]([CH:35]1[CH2:37][CH2:36]1)([OH:34])[CH3:33]>>[CH:35]1([C:32]([OH:34])([CH3:33])[CH2:31][NH:30][C:3](=[O:12])[C:4]2[CH:9]=[C:8]([C:24]3[CH:25]=[CH:26][C:21]([F:20])=[CH:22][CH:23]=3)[C:7]([N:18]([CH2:17][CH:14]3[CH2:16][CH2:15]3)[CH3:19])=[N:6][CH:5]=2)[CH2:37][CH2:36]1 |f:1.2|. Procedure details: The title compound was synthesized in analogy to the procedure described for the preparation of Example 43, using 5-bromo-6-chloro-nicotinic acid methyl ester, cyclopropylmethyl methylamine hydrochloride, (commercially available), 4-fluorophenyl-boronic acid (commercially available) and rac-1-amino-2-cyclopropyl-propan-2-ol (commercially available) as starting materials. MS (ISP): 398.0 (M+H+). The reactants are N1=NC=C(C=C1)C(=O)OC (methyl 4-pyridazinecarboxylate), O.NN (hydrazine monohydrate). Run in CO (MeOH). Yields the product N1=NC=C(C=C1)C(=O)NN (4-pyridazinecarbohydrazide). Isolated yield 98.6%. As a reaction SMILES: [N:1]1[CH:6]=[CH:5][C:4]([C:7]([O:9]C)=O)=[CH:3][N:2]=1.O.[NH2:12][NH2:13]>CO>[N:1]1[CH:6]=[CH:5][C:4]([C:7]([NH:12][NH2:13])=[O:9])=[CH:3][N:2]=1 |f:1.2|. Procedure details: To a solution of methyl 4-pyridazinecarboxylate (400 mg, 2.9 mmol) in MeOH (5 ml) was added hydrazine monohydrate (23 mmol). The solution was heated to reflux for 12 h. Volatiles were evaporated in vacuo to give 395 mg of the title compound as a yellow pale foam, which was used without further purification.